Dataset: the Open Reaction Database (ORD), a public repository of structured organic reaction records. Task: describe an organic reaction: reactants, conditions, products, and yield Reactants: FC=1C=CC(=C(C(=O)O)C1)[N+](=O)[O-] (5-fluor-2-nitrobenzoic acid), C1(=CC=CC=C1)O (phenol), C(=O)([O-])[O-].[K+].[K+] (K2CO3). Solvent: CN(C)C=O (DMF). Reaction conditions: temperature 120 celsius. Yields the product [N+](=O)([O-])C1=C(C(=O)O)C=C(C=C1)OC1=CC=CC=C1 (2-nitro-5-phenoxybenzoic acid). Isolated yield 123.1%. As a reaction SMILES: F[C:2]1[CH:3]=[CH:4][C:5]([N+:11]([O-:13])=[O:12])=[C:6]([CH:10]=1)[C:7]([OH:9])=[O:8].[C:14]1([OH:20])[CH:19]=[CH:18][CH:17]=[CH:16][CH:15]=1.C([O-])([O-])=O.[K+].[K+]>CN(C=O)C>[N+:11]([C:5]1[CH:4]=[CH:3][C:2]([O:20][C:14]2[CH:19]=[CH:18][CH:17]=[CH:16][CH:15]=2)=[CH:10][C:6]=1[C:7]([OH:9])=[O:8])([O-:13])=[O:12] |f:2.3.4|. Reported procedure: A solution of 5-fluor-2-nitrobenzoic acid (2.6 g, 14.1 mmol, Aldrich Chemical Co., Milwaukee, Wis.) and phenol (1.5 g, 15.5 mmol, Aldrich Chemical Co., Milwaukee, Wis.) in DMF (70 mL) was treated with K2CO3 (5.9 g, 42.4 mmol) and heated to 120° C. for 6 hours. The reaction was cooled to room temperature and the solvent removed under reduced pressure. The resulting residue was dissolved in water and extracted with EtOAc. The combined organic layers were washed with saturated aqueous NaCl, dried (...